From a dataset of the Open Reaction Database (ORD), a public repository of structured organic reaction records. describe an organic reaction: reactants, conditions, products, and yield Starting materials: NCCCC(=S)N[C@]1([C@@H]2N(C(=C(CS2)CSC2=NN=NN2C)C(=O)O)C1=O)OC (7β-aminoethylthioacetamido-7α-methoxy-3-(1-methyl-1H-tetrazol-5-yl)thiomethyl-3-cephem-4-carboxylic acid), [O-]C#N.[K+] (potassium cyanate). Run in O (water), O (water). Product: N(C(=O)N)CCCC(=S)N[C@]1([C@@H]2N(C(=C(CS2)CSC2=NN=NN2C)C(=O)O)C1=O)OC (7β-ureidoethylthioacetamido-7α-methoxy-3-(1-methyl-1H-tetrazol-5-yl)thiomethyl-3-cephem-4-carboxylic acid). The yield is 36.6%. RXN SMILES: [NH2:1][CH2:2][CH2:3][CH2:4][C:5]([NH:7][C@:8]1([O:28][CH3:29])[C:26](=[O:27])[N:10]2[C:11]([C:23]([OH:25])=[O:24])=[C:12]([CH2:15][S:16][C:17]3[N:21]([CH3:22])[N:20]=[N:19][N:18]=3)[CH2:13][S:14][C@H:9]12)=[S:6].[O-:30][C:31]#[N:32].[K+]>O>[NH:1]([CH2:2][CH2:3][CH2:4][C:5]([NH:7][C@:8]1([O:28][CH3:29])[C:26](=[O:27])[N:10]2[C:11]([C:23]([OH:25])=[O:24])=[C:12]([CH2:15][S:16][C:17]3[N:21]([CH3:22])[N:20]=[N:19][N:18]=3)[CH2:13][S:14][C@H:9]12)=[S:6])[C:31]([NH2:32])=[O:30] |f:1.2|. Procedure details: 50 mg of 7β-aminoethylthioacetamido-7α-methoxy-3-(1-methyl-1H-tetrazol-5-yl)thiomethyl-3-cephem-4-carboxylic acid obtained in Example 1 was dissolved in 3 ml of water, 30 mg of potassium cyanate was added to the solution, which was then adjusted to a pH between 7.5 and 8.0 and subjected to reaction at room temperature for a period of 6 hours. After the reaction, 7 ml of water was added to the reaction mixture, the pH was adjusted to 6.5, and the mixture was passed through a column of Diaion HP-2... Reactants: C(C)(=O)N1CC2(CC1)CN(C1=CC=C(C=C12)CCC(=O)O)C(NC=1SC(=CN1)Cl)=O (3-(1′-Acetyl-1-((5-chlorothiazol-2-yl)carbamoyl)spiro[indoline-3,3′-pyrrolidin]-5-yl)propanoic acid), Cl.N1CCC1 (azetidine hydrochloride). Product: C(C)(=O)N1CC2(CC1)CN(C1=CC=C(C=C12)CCC(=O)N1CCC1)C(=O)NC=1SC(=CN1)Cl (1′-Acetyl-5-(3-(azetidin-1-yl)-3-oxopropyl)-N-(5-chlorothiazol-2-yl)spiro[indoline-3,3′-pyrrolidine]-1-carboxamide). RXN SMILES: [C:1]([N:4]1[CH2:8][CH2:7][C:6]2([C:16]3[C:11](=[CH:12][CH:13]=[C:14]([CH2:17][CH2:18][C:19](O)=[O:20])[CH:15]=3)[N:10]([C:22](=[O:30])[NH:23][C:24]3[S:25][C:26]([Cl:29])=[CH:27][N:28]=3)[CH2:9]2)[CH2:5]1)(=[O:3])[CH3:2].Cl.[NH:32]1[CH2:35][CH2:34][CH2:33]1>>[C:1]([N:4]1[CH2:8][CH2:7][C:6]2([C:16]3[C:11](=[CH:12][CH:13]=[C:14]([CH2:17][CH2:18][C:19]([N:32]4[CH2:35][CH2:34][CH2:33]4)=[O:20])[CH:15]=3)[N:10]([C:22]([NH:23][C:24]3[S:25][C:26]([Cl:29])=[CH:27][N:28]=3)=[O:30])[CH2:9]2)[CH2:5]1)(=[O:3])[CH3:2] |f:1.2|. Reported procedure: (3-(1′-Acetyl-1-((5-chlorothiazol-2-yl)carbamoyl)spiro[indoline-3,3′-pyrrolidin]-5-yl)propanoic acid and azetidine hydrochloride Run in C(C)N(CC)CC (triethylamine). The yield is 30.2%. RXN SMILES: [N:1]1[CH:6]=[CH:5][CH:4]=[C:3]([CH:7]=O)[CH:2]=1.[C:9]1([CH2:15][C:16]([OH:18])=[O:17])[CH:14]=[CH:13][CH:12]=[CH:11][CH:10]=1.C(OC(=O)C)(=O)C.C(=O)(O)[O-].[Na+]>C(N(CC)CC)C>[C:9]1([C:15](=[CH:7][C:3]2[CH:2]=[N:1][CH:6]=[CH:5][CH:4]=2)[C:16]([OH:18])=[O:17])[CH:14]=[CH:13][CH:12]=[CH:11][CH:10]=1 |f:3.4|. Reported procedure: To a mixture of 4.3 g of 3-pyridinecarbaldehyde, 5.4 g of phenylacetic acid, and 11.4 ml of acetic anhydride, 5.6 g of triethylamine is added with stirring, and the mixture is stirred at 100° C. for 4 hours. The reaction mixture is alkalified with 10% aqueous sodium bicarbonate solution. The aqueous solution is warmed and filtered. The filtrate is adjusted to pH 4.5 with 10% hydrochloric acid, and the resulting precipitate is collected and recrystallized from ethanol to give 2.7 g of the title c... Product: C1(=CC=CC=C1)C(C(=O)O)=CC=1C=NC=CC1 (2-phenyl-3-(3-pyridyl)acrylic acid). The reactants are C([O-])(O)=O.[Na+] (sodium bicarbonate), N1=CC(=CC=C1)C=O (3-pyridinecarbaldehyde), C1(=CC=CC=C1)CC(=O)O (phenylacetic acid), C(C)(=O)OC(C)=O (acetic anhydride).